From a dataset of the Open Reaction Database (ORD), a public repository of structured organic reaction records. describe an organic reaction: reactants, conditions, products, and yield Reactants: [H-].[H-].[H-].[H-].[Li+].[Al+3] (LiAlH4), solution, C(C1=CC=CC=C1)OC(=O)NC1=CC=C(C=C1)/C=C/C(=O)OC (methyl (2E)-3-(4-{[(benzyloxy)carbonyl]amino}phenyl)acrylate). The solvent is C1CCOC1 (THF), TBF. Conditions: temperature -20 celsius, time 15 minute. Yields the product OC/C=C/C1=CC=C(C=C1)NC(OCC1=CC=CC=C1)=O (benzyl 4-[(1E)-3-hydroxyprop-1-enyl]phenylcarbamate). As a reaction SMILES: [H-].[H-].[H-].[H-].[Li+].[Al+3].[CH2:7]([O:14][C:15]([NH:17][C:18]1[CH:23]=[CH:22][C:21](/[CH:24]=[CH:25]/[C:26](OC)=[O:27])=[CH:20][CH:19]=1)=[O:16])[C:8]1[CH:13]=[CH:12][CH:11]=[CH:10][CH:9]=1>C1COCC1>[OH:27][CH2:26]/[CH:25]=[CH:24]/[C:21]1[CH:22]=[CH:23][C:18]([NH:17][C:15](=[O:16])[O:14][CH2:7][C:8]2[CH:9]=[CH:10][CH:11]=[CH:12][CH:13]=2)=[CH:19][CH:20]=1 |f:0.1.2.3.4.5|. Reported procedure: A THF solution of LiAlH4 (6.75 mL of a 1.0 M solution, 6.75 mmol) was added to a cooled (−78° C.) solution of methyl (2E)-3-(4-{[(benzyloxy)carbonyl]amino}phenyl)acrylate (2.1 g, 6.75 mmol) in TBF (34 mL). The solution was allowed to warm slowly to −20° C. and maintained at that temperature for 2 hours. The reaction mixture was quenched by slow addition of saturated NH4Cl and then treated with dilute citric acid. The resulting solution was stirred for 15 minutes and then extracted with three por...